Dataset: the Open Reaction Database (ORD), a public repository of structured organic reaction records. Task: describe an organic reaction: reactants, conditions, products, and yield The reactants are C(C)OC(C1=CC=C(C=C1)NC1=C(C=C2C(CCN(C2=C1)C(C)C)(C)C)C)=O (4-(1-isopropyl-4,4,6-trimethyl-1,2,3,4-tetrahydroquinolin-7-ylamino)-benzoic acid ethyl ester), C(C)OC(C1=CC=C(C=C1)NC1=C(C=C2C(CCN(C2=C1)C(C)C)(C)C)C)=O (4-(1-isopropyl-4,4,6-trimethyl-1,2,3,4-tetrahydroquinolin-7-ylamino)-benzoic acid ethyl ester), C(C)=O (acetaldehyde), C(#N)[BH3-].[Na+] (sodium cyanoborohydride), C(C)(=O)O (acetic acid). The solvent is C(C)#N (acetonitrile). Product: C(C)OC(C1=CC=C(C=C1)N(CCCC)C1=C(C=C2C(CCN(C2=C1)C(C)C)(C)C)C)=O (4-[Ethyl-(1-isopropyl-4,4,6-trimethyl-1,2,3,4-tetrahydro-quinolin-7-yl)-ethylamino]-benzoic acid ethyl ester). The yield is 52.0%. As a reaction SMILES: [CH2:1]([O:3][C:4](=[O:28])[C:5]1[CH:10]=[CH:9][C:8]([NH:11][C:12]2[CH:21]=[C:20]3[C:15]([C:16]([CH3:26])([CH3:25])[CH2:17][CH2:18][N:19]3[CH:22]([CH3:24])[CH3:23])=[CH:14][C:13]=2[CH3:27])=[CH:7][CH:6]=1)[CH3:2].[CH:29](=O)[CH3:30].C([BH3-])#N.[Na+].[C:36](O)(=O)[CH3:37]>C(#N)C>[CH2:1]([O:3][C:4](=[O:28])[C:5]1[CH:6]=[CH:7][C:8]([N:11]([C:12]2[CH:21]=[C:20]3[C:15]([C:16]([CH3:25])([CH3:26])[CH2:17][CH2:18][N:19]3[CH:22]([CH3:23])[CH3:24])=[CH:14][C:13]=2[CH3:27])[CH2:36][CH2:37][CH2:29][CH3:30])=[CH:9][CH:10]=1)[CH3:2] |f:2.3|. Procedure: A solution of 4-(1-isopropyl-4,4,6-trimethyl-1,2,3,4-tetrahydroquinolin-7-ylamino)-benzoic acid ethyl ester (Compound 46, 64.4 mg, 0.1692 mmol), acetaldehyde (37.2 mg, 0.8462 mmol), sodium cyanoborohydride (53.2 mg, 0.8462 mmol), acetic acid (0.125 mL), and acetonitrile (1 mL) was stirred at room temperature overnight. The solvent was removed and the residue was purified by silica gel chromatography (10% ethyl acetate in hexane, Rf=0.44) to give the title compound (71.2 mg, 52%) as a solid: 1H N... Starting materials: NC1=C(C(=O)OC)C=CC(=C1)Cl (methyl 2-amino-4-chlorobenzoate), hydroxide ion, [OH-] (Hydroxide), CCN(CC)C(=O)C1=CC(=CC=C1)C (DETA), S1C2=C(C(=C1)C(=O)O)C=CC=C2 (Benzo[b]thiophene-3-carboxylic acid), O=P(Cl)(Cl)Cl (POCl3), CCN(C(C)C)C(C)C (DIPEA), NCCNCCN (diethylene triamine). The solvent is ClCCCl (DCE), ClCCCl (DCE), CC(=O)N(C)C (DMA). Conditions: time 8 hour. Product: S1C=C(C2=C1C=CC=C2)C(=O)NC2=C(C(=O)O)C=CC(=C2)Cl (2-[(1-Benzothien-3-ylcarbonyl)amino]-4-chlorobenzoic acid), eluant. Yield: 30.0%. RXN SMILES: [NH2:1][C:2]1[CH:11]=[C:10]([Cl:12])[CH:9]=[CH:8][C:3]=1[C:4]([O:6]C)=[O:5].CCN(C(C)C)C(C)C.[S:22]1[CH:26]=[C:25]([C:27](O)=[O:28])[C:24]2[CH:30]=[CH:31][CH:32]=[CH:33][C:23]1=2.O=P(Cl)(Cl)Cl.NCCNCCN.CCN(C(C1C=CC=C(C)C=1)=O)CC.[OH-]>ClCCCl.CC(N(C)C)=O>[S:22]1[C:23]2[CH:33]=[CH:32][CH:31]=[CH:30][C:24]=2[C:25]([C:27]([NH:1][C:2]2[CH:11]=[C:10]([Cl:12])[CH:9]=[CH:8][C:3]=2[C:4]([OH:6])=[O:5])=[O:28])=[CH:26]1. Reported procedure: In a 2 mL vial, methyl 2-amino-4-chlorobenzoate (7.4 mg, 40 μmol) was dissolved into a mixture of 655 μL DCE and 120 μL DMA, followed by addition of DIPEA (600 μmol, 15 eq.). Benzo[b]thiophene-3-carboxylic acid (21.4 mg, 120 μmol, 3 eq.) and POCl3 (18.2 mg, 120 μmol, 3 eq.) were added. The reaction mixture was capped and stirred at room temperature overnight. Another 700 μL of DCE was added to the reaction mixture along with the following resin bound reagents: a resin bound diethylene triamine (... As a reaction SMILES: [CH3:17][CH2:18][OH:19].[H:15][H:16].[N:1](=[N+:2]=[N-:3])[CH2:4][CH:5]([OH:6])[c:7]1[cH:8][c:9]([F:14])[c:10]([F:13])[cH:11][cH:12]1>>[NH2:1][CH2:4][CH:5]([OH:6])[c:7]1[cH:8][c:9]([F:14])[c:10]([F:13])[cH:11][cH:12]1. The product is NCC(O)c1ccc(F)c(F)c1. Starting materials: CCO, [H][H], [N-]=[N+]=NCC(O)c1ccc(F)c(F)c1. Reactants: CN1N=CC(=C1)C1=NC=CC(=C1)OC=1C=CC(=NC1)N (5-((2-(1-methyl-1H-pyrazol-4-yl)pyridin-4-yl)oxy)pyridin-2-amine), TEA, CC1(OCCC(C1)N1C(N(CC1)C(=O)Cl)=O)C (3-(2,2-dimethyltetrahydro-2H-pyran-4-yl)-2-oxoimidazolidine-1-carbonyl chloride). Run in C(Cl)Cl (DCM), C(Cl)Cl (DCM). Conditions: time 0.5 hour. The product is CC1(OCCC(C1)N1C(N(CC1)C(=O)NC1=NC=C(C=C1)OC1=CC(=NC=C1)C=1C=NN(C1)C)=O)C (3-(2,2-dimethyltetrahydro-2H-pyran-4-yl)-N-(5-((2-(1-methyl-1H-pyrazol-4-yl)pyridin-4-yl)oxy)pyridin-2-yl)-2-oxoimidazolidine-1-carboxamide). The yield is 67.2%. Reaction SMILES: [CH3:1][N:2]1[CH:6]=[C:5]([C:7]2[CH:12]=[C:11]([O:13][C:14]3[CH:15]=[CH:16][C:17]([NH2:20])=[N:18][CH:19]=3)[CH:10]=[CH:9][N:8]=2)[CH:4]=[N:3]1.[CH3:21][C:22]1([CH3:37])[CH2:27][CH:26]([N:28]2[CH2:32][CH2:31][N:30]([C:33](Cl)=[O:34])[C:29]2=[O:36])[CH2:25][CH2:24][O:23]1>C(Cl)Cl>[CH3:21][C:22]1([CH3:37])[CH2:27][CH:26]([N:28]2[CH2:32][CH2:31][N:30]([C:33]([NH:20][C:17]3[CH:16]=[CH:15][C:14]([O:13][C:11]4[CH:10]=[CH:9][N:8]=[C:7]([C:5]5[CH:4]=[N:3][N:2]([CH3:1])[CH:6]=5)[CH:12]=4)=[CH:19][N:18]=3)=[O:34])[C:29]2=[O:36])[CH2:25][CH2:24][O:23]1. Reported procedure: A 0° C. solution of Example A2 (0.060 g, 0.224 mmol) and TEA (0.094 mL, 0.673 mmol) in DCM (1 mL) was treated with a solution of crude 3-(2,2-dimethyltetrahydro-2H-pyran-4-yl)-2-oxoimidazolidine-1-carbonyl chloride (0.088 g, 0.337 mmol) in DCM (1 mL). The mixture was warmed to RT, stirred for 0.5 h, then concentrated to dryness and purified via silica gel chromatography (MeOH/DCM) to afford 3-(2,2-dimethyltetrahydro-2H-pyran-4-yl)-N-(5-((2-(1-methyl-1H-pyrazol-4-yl)pyridin-4-yl)oxy)pyridin-2-yl)...